This data is from the Open Reaction Database (ORD), a public repository of structured organic reaction records. The task is: describe an organic reaction: reactants, conditions, products, and yield The reactants are [Cl-].[Al+3].[Cl-].[Cl-] (aluminum chloride), IC=1C=CC(=C(C(=O)O)C1)C (5-iodo-2-methylbenzoic acid), FC1=CC=C(C=C1)C=1SC=CC1 (2-(4-fluorophenyl)thiophene), S(=O)(Cl)Cl (thionyl chloride), [Cl-].[Al+3].[Cl-].[Cl-] (Aluminum chloride), C[SiH2]O[Si](C)(C)C (Tetramethyldisiloxane). The solvent is C(C)#N (Acetonitrile), C(Cl)Cl (DCM), C(Cl)Cl (DCM), O (Water). Reaction conditions: temperature 22 celsius. Yields the product FC1=CC=C(C=C1)C=1SC(=CC1)CC1=C(C=CC(=C1)I)C (2-(4-fluorophenyl)-5-(5-iodo-2-methylbenzyl)thiophene). Reaction SMILES: [I:1][C:2]1[CH:3]=[CH:4][C:5]([CH3:11])=[C:6]([CH:10]=1)[C:7](O)=O.S(Cl)(Cl)=O.[Cl-].[Al+3].[Cl-].[Cl-].[F:20][C:21]1[CH:26]=[CH:25][C:24]([C:27]2[S:28][CH:29]=[CH:30][CH:31]=2)=[CH:23][CH:22]=1.C[SiH2]O[Si](C)(C)C>C(Cl)Cl.O.C(#N)C>[F:20][C:21]1[CH:22]=[CH:23][C:24]([C:27]2[S:28][C:29]([CH2:7][C:6]3[CH:10]=[C:2]([I:1])[CH:3]=[CH:4][C:5]=3[CH3:11])=[CH:30][CH:31]=2)=[CH:25][CH:26]=1 |f:2.3.4.5|. Reported procedure: DCM (350 ml, 1 L/mol) was added to 91.7 g 5-iodo-2-methylbenzoic acid (91.7 g, 0.35 mol) and the resulting heterogeneous mixture stirred at 22° C. To the resulting mixture was then added thionyl chloride (42.5 g, 0.35 mol) via an addition funnel. The resulting mixture was warmed slowly to reflux temperature (over which time the mixture became a colorless solution and gas evolution was observed), then stirred for 1 hr, then cooled to 2° C. Aluminum chloride granules (56.0 g, 0.42 mol) were added ... The reactants are C(CCC)N1C=NC=C1 (1-n-butylimidazole), Cl(=O)(=O)(=O)O (perchloric acid). Solvent: CO (methanol), CO (methanol). Reaction conditions: time 5 minute. Product: Cl(=O)(=O)(=O)O.C(CCC)N1C=NC=C1 (1-n-butylimidazole perchlorate). Reaction SMILES: [CH2:1]([N:5]1[CH:9]=[CH:8][N:7]=[CH:6]1)[CH2:2][CH2:3][CH3:4].[Cl:10]([OH:14])(=[O:13])(=[O:12])=[O:11]>CO>[Cl:10]([OH:14])(=[O:13])(=[O:12])=[O:11].[CH2:1]([N:5]1[CH:9]=[CH:8][N:7]=[CH:6]1)[CH2:2][CH2:3][CH3:4] |f:3.4|. Procedure: To 1-n-butylimidazole (0.31 g; 0.0025 mole) in methanol (5 ml) was added perchloric acid (0.33 g, 70%) in methanol (3 ml). After boiling for 5 minutes, the mixture was evaporated under reduced pressure to afford a white solid. Recrystallisation of the solid from ethyl acetate/ether (1:4) afforded 1-n-butylimidazole perchlorate as a white solid, m.p. 54° to 55° C. (Found: C,37.25; H,5.95; N,12.55. Calc. for C7H13ClN2O4 : C,37.4; H,5.8; N,12.45). Reactants: [Li]CCCC, C1CCOC1, Cc1ccsc1C, O=Cc1ccccc1, [Cl-], [NH4+]. The product is Cc1cc(C(O)c2ccccc2)sc1C. RXN SMILES: [CH2:1]([Li:2])[CH2:3][CH2:4][CH3:5].[CH2:23]1[O:24][CH2:25][CH2:26][CH2:27]1.[CH3:6][c:7]1[s:8][cH:9][cH:10][c:11]1[CH3:12].[CH:13](=[O:14])[c:15]1[cH:16][cH:17][cH:18][cH:19][cH:20]1.[Cl-:21].[NH4+:22]>>[CH3:6][c:7]1[s:8][c:9]([CH:13]([OH:14])[c:15]2[cH:16][cH:17][cH:18][cH:19][cH:20]2)[cH:10][c:11]1[CH3:12]. Starting materials: ClC=1C=C(C=CC1F)NC1=NC(=NC2=CC=C(C=C12)C(=O)N(CC(F)(F)F)C)C=1C=NC=CC1 (4-(3-chloro-4-fluorophenylamino)-N-methyl-2-(pyridin-3-yl)-N-(2,2,2-trifluoroethyl)quinazoline-6-carboxamide), B.C1CCOC1 (BH3-THF). The solvent is CO (Methanol). Run at time 8 hour. The product is ClC=1C=C(C=CC1F)NC1=NC(=NC2=CC=C(C=C12)CN(CC(F)(F)F)C)C=1C=NC=CC1 (N-(3-chloro-4-fluorophenyl)-6-((methyl(2,2,2-trifluoroethyl)amino)methyl)-2-(pyridin-3-yl)quinazolin-4-amine), solid. Isolated yield 26.0%. As a reaction SMILES: [Cl:1][C:2]1[CH:3]=[C:4]([NH:9][C:10]2[C:19]3[C:14](=[CH:15][CH:16]=[C:17]([C:20]([N:22]([CH3:28])[CH2:23][C:24]([F:27])([F:26])[F:25])=O)[CH:18]=3)[N:13]=[C:12]([C:29]3[CH:30]=[N:31][CH:32]=[CH:33][CH:34]=3)[N:11]=2)[CH:5]=[CH:6][C:7]=1[F:8].B.C1COCC1>CO>[Cl:1][C:2]1[CH:3]=[C:4]([NH:9][C:10]2[C:19]3[C:14](=[CH:15][CH:16]=[C:17]([CH2:20][N:22]([CH3:28])[CH2:23][C:24]([F:27])([F:25])[F:26])[CH:18]=3)[N:13]=[C:12]([C:29]3[CH:30]=[N:31][CH:32]=[CH:33][CH:34]=3)[N:11]=2)[CH:5]=[CH:6][C:7]=1[F:8] |f:1.2|. Procedure: To a mixture of 4-(3-chloro-4-fluorophenylamino)-N-methyl-2-(pyridin-3-yl)-N-(2,2,2-trifluoroethyl)quinazoline-6-carboxamide (60 mg, 0.12 mmol) THF (1 mL) was added BH3-THF (2 mol/L, 1 mL). The mixture was stirred at room temperature overnight. Methanol (0.2 mL) was added to quench the reaction mixture. The mixture was purified by prep-HPLC to give the desired product N-(3-chloro-4-fluorophenyl)-6-((methyl(2,2,2-trifluoroethyl)amino)methyl)-2-(pyridin-3-yl)quinazolin-4-amine (GL0001H-3309) as a ... The reactants are CN(C)C=O, CCO, Nc1nc(-c2ccncc2)ccc1[N+](=O)[O-]. Product: Nc1ccc(-c2ccncc2)nc1N. RXN SMILES: [CH3:17][N:18]([CH3:19])[CH:20]=[O:21].[CH3:22][CH2:23][OH:24].[NH2:1][c:2]1[n:3][c:4](-[c:11]2[cH:12][cH:13][n:14][cH:15][cH:16]2)[cH:5][cH:6][c:7]1[N+:8]([O-:9])=[O:10]>>[NH2:1][c:2]1[n:3][c:4](-[c:11]2[cH:12][cH:13][n:14][cH:15][cH:16]2)[cH:5][cH:6][c:7]1[NH2:8]. Starting materials: COC1=CC=C(C=C1)C[C@@H](C)C1=CC=CC=C1 ((R)-(−)-1-(4-methoxyphenyl)-2-phenylpropane), Br (hydrobromic acid). The solvent is C(C)(=O)O (acetic acid). Conditions: time 7 hour. Yields the product OC1=CC=C(C=C1)C[C@@H](C)C1=CC=CC=C1 ((R)-(−)-1-(4-hydroxyphenyl)-2-phenylpropane). Isolated yield 99.5%. Reaction SMILES: C[O:2][C:3]1[CH:8]=[CH:7][C:6]([CH2:9][C@H:10]([C:12]2[CH:17]=[CH:16][CH:15]=[CH:14][CH:13]=2)[CH3:11])=[CH:5][CH:4]=1.Br>C(O)(=O)C>[OH:2][C:3]1[CH:4]=[CH:5][C:6]([CH2:9][C@H:10]([C:12]2[CH:13]=[CH:14][CH:15]=[CH:16][CH:17]=2)[CH3:11])=[CH:7][CH:8]=1. Reported procedure: Into a 1 L four-necked flask equipped with a condenser tube, 28.55 g of (R)-(−)-1-(4-methoxyphenyl)-2-phenylpropane, 570 mL of acetic acid and 59 mL of 48% hydrobromic acid were charged, and a reaction was carried out at 110° C. for 7 hours. After cooling, acetic acid was distilled off under reduced pressure, and 100 mL of water and 140 mL of toluene were added thereto. The organic phase was separated, the aqueous phase was extracted with toluene, the toluene layer and the organic phase were put... Starting materials: [Si](C)(C)(C(C)(C)C)O[C@@H]1C=2C(=C(C(=NC2CC(C1)(C)C)C(C)C)C=O)I ((S)-5-(tert-butyldimethylsilyloxy)-4-iodo-2-isopropyl-7,7-dimethyl-5,6,7,8-tetrahydroquinoline-3-carbaldehyde), C([O-])([O-])=O.[Cs+].[Cs+] (caesium carbonate), [F-].[Cs+] (caesium fluoride), solution, C(C)(C)[Mg]Cl (isopropylmagnesium chloride), C(C)(C)[Mg]Cl.[Cl-].[Li+] (isopropylmagnesium chloride lithium chloride), IC1=CC=C(C=C1)OC(C)C (1-iodo-4-isopropoxybenzene), solution, solution. The solvent is O (water), O1CCCC1 (tetrahydrofurane), O1CCCC1 (tetrahydrofurane). Product: [Si](C)(C)(C(C)(C)C)O[C@@H]1C=2C(=C(C(=NC2CC(C1)(C)C)C(C)C)[C@@H](O)C1=CC=C(C=C1)OC(C)C)I ((S)—((S)-5-(tert-butyldimethylsilyloxy)-4-iodo-2-isopropyl-7,7-dimethyl-5,6,7,8-tetrahydroquinolin-3-yl)(4-isopropoxyphenyl)methanol). As a reaction SMILES: [Si:1]([O:8][C@H:9]1[CH2:18][C:17]([CH3:20])([CH3:19])[CH2:16][C:15]2[N:14]=[C:13]([CH:21]([CH3:23])[CH3:22])[C:12]([CH:24]=[O:25])=[C:11]([I:26])[C:10]1=2)([C:4]([CH3:7])([CH3:6])[CH3:5])([CH3:3])[CH3:2].I[C:28]1[CH:33]=[CH:32][C:31]([O:34][CH:35]([CH3:37])[CH3:36])=[CH:30][CH:29]=1.C(=O)([O-])[O-].[Cs+].[Cs+].[F-].[Cs+].C([Mg]Cl)(C)C.[Cl-].[Li+].C([Mg]Cl)(C)C>O.O1CCCC1>[Si:1]([O:8][C@H:9]1[CH2:18][C:17]([CH3:19])([CH3:20])[CH2:16][C:15]2[N:14]=[C:13]([CH:21]([CH3:22])[CH3:23])[C:12]([C@H:24]([C:28]3[CH:33]=[CH:32][C:31]([O:34][CH:35]([CH3:37])[CH3:36])=[CH:30][CH:29]=3)[OH:25])=[C:11]([I:26])[C:10]1=2)([C:4]([CH3:5])([CH3:6])[CH3:7])([CH3:3])[CH3:2] |f:2.3.4,5.6,7.8.9|. Procedure: Obtained by starting from (S)-5-(tert-butyldimethylsilyloxy)-4-iodo-2-isopropyl-7,7-dimethyl-5,6,7,8-tetrahydroquinoline-3-carbaldehyde and 1-iodo-4-isopropoxybenzene. A 2 M solution of caesium carbonate in water is used instead caesium fluoride. A 1.3 M solution of isopropylmagnesium chloride-lithium chloride-complex in tetrahydrofurane is used instead of a 2 M solution of isopropylmagnesium chloride in tetrahydrofurane. Reactants: ClC1=CN=CC=2C=CC=C(C12)S(=O)(=O)Cl (4-chloro-5-isoquinolinesulfonyl chloride), C(C)(C)(C)OC(=O)NC1CNCCC1 (3-(tert-butoxycarbonylamino)piperidine). Yields the product C(C)(C)(C)OC(=O)NC1CN(CCC1)S(=O)(=O)C=1C=2C(=CN=CC2C=CC1)Cl ((R/S)-3-(tert-Butoxycarbonylamino)-1-(4-chloro-5-isoquinolinesulfonyl)-piperidine), NC1CN(CCC1)S(=O)(=O)C=1C=2C(=CN=CC2C=CC1)Cl ((R/S)-3-Amino-1-(4-chloro-5-isoquinolinesulfonyl)piperidine), Cl (hydrochloride). The yield is 1932.7%. RXN SMILES: [Cl:1][C:2]1[C:11]2[C:10]([S:12](Cl)(=[O:14])=[O:13])=[CH:9][CH:8]=[CH:7][C:6]=2[CH:5]=[N:4][CH:3]=1.[C:16]([O:20][C:21]([NH:23][CH:24]1[CH2:29][CH2:28][CH2:27][NH:26][CH2:25]1)=[O:22])([CH3:19])([CH3:18])[CH3:17]>>[C:16]([O:20][C:21]([NH:23][CH:24]1[CH2:29][CH2:28][CH2:27][N:26]([S:12]([C:10]2[C:11]3[C:2]([Cl:1])=[CH:3][N:4]=[CH:5][C:6]=3[CH:7]=[CH:8][CH:9]=2)(=[O:14])=[O:13])[CH2:25]1)=[O:22])([CH3:19])([CH3:17])[CH3:18].[NH2:23][CH:24]1[CH2:29][CH2:28][CH2:27][N:26]([S:12]([C:10]2[C:11]3[C:2]([Cl:1])=[CH:3][N:4]=[CH:5][C:6]=3[CH:7]=[CH:8][CH:9]=2)(=[O:14])=[O:13])[CH2:25]1.[ClH:1]. Procedure: (R/S)-3-(tert-Butoxycarbonylamino)-1-(4-chloro-5-isoquinolinesulfonyl)-piperidine (Intermediate 18) is prepared from 4-chloro-5-isoquinolinesulfonyl chloride (183 mg) and 3-(tert-butoxycarbonylamino)piperidine (168 mg) according to the method described in Example 1, Step A, and then used in the method of Example 1, Step B in a similar manner to obtain the title compound as hydrochloride (164 mg (predictive yield)). Reactants: O=C1N(CCC1)C1=CC=C(C=C1)N(C(=O)OCC(Cl)(Cl)Cl)C(=O)OCC(Cl)(Cl)Cl (bis(2,2,2-trichloroethyl) [4-(2-oxopyrrolidin-1-yl)phenyl]imidodicarbonate), C1(=CC=CC=C1)C1=NSC(=N1)N1CCNCC1 (1-(3-phenyl-1,2,4-thiadiazol-5-yl)piperazine), C(C)(C)N(CC)C(C)C (diisopropylethylamine), CS(=O)C (dimethyl sulfoxide). The solvent is O (water). Yields the product O=C1N(CCC1)C1=CC=C(C=C1)NC(=O)N1CCN(CC1)C1=NC(=NS1)C1=CC=CC=C1 (N-[4-(2-Oxopyrrolidin-1-yl)phenyl]-4-(3-phenyl-1,2,4-thiadiazol-5-yl)piperazine-1-carboxamide). The yield is 29.9%. RXN SMILES: [O:1]=[C:2]1[CH2:6][CH2:5][CH2:4][N:3]1[C:7]1[CH:12]=[CH:11][C:10]([N:13]([C:22]([O:24]CC(Cl)(Cl)Cl)=O)C(OCC(Cl)(Cl)Cl)=O)=[CH:9][CH:8]=1.[C:30]1([C:36]2[N:40]=[C:39]([N:41]3[CH2:46][CH2:45][NH:44][CH2:43][CH2:42]3)[S:38][N:37]=2)[CH:35]=[CH:34][CH:33]=[CH:32][CH:31]=1.C(N(C(C)C)CC)(C)C.CS(C)=O>O>[O:1]=[C:2]1[CH2:6][CH2:5][CH2:4][N:3]1[C:7]1[CH:8]=[CH:9][C:10]([NH:13][C:22]([N:44]2[CH2:45][CH2:46][N:41]([C:39]3[S:38][N:37]=[C:36]([C:30]4[CH:35]=[CH:34][CH:33]=[CH:32][CH:31]=4)[N:40]=3)[CH2:42][CH2:43]2)=[O:24])=[CH:11][CH:12]=1. Procedure details: A solution of bis(2,2,2-trichloroethyl) [4-(2-oxopyrrolidin-1-yl)phenyl]imidodicarbonate (200 mg, 0.380 mmol), 1-(3-phenyl-1,2,4-thiadiazol-5-yl)piperazine (140 mg, 0.569 mmol), diisopropylethylamine (0.198 ml, 1.14 mmol) and dimethyl sulfoxide (4 ml) was stirred at 70° C. for 24 hours, the reaction mixture was poured into water, and the mixture was extracted with ethyl acetate. The extract was washed with water, and dried over anhydrous magnesium sulfate. The solvent was distilled off under red...